Dataset: the Open Reaction Database (ORD), a public repository of structured organic reaction records. Task: describe an organic reaction: reactants, conditions, products, and yield The reactants are C(CCC)[Sn](C1=CC=NC=C1)(CCCC)CCCC (4-tributylstannylpyridine), C(C1=CC=CC=C1)OC1=CC(=CC(=C1)F)Br (O-benzyl-3-bromo-5-fluorophenol). Reagents/catalysts: [Pd].C1(=CC=CC=C1)P(C1=CC=CC=C1)C1=CC=CC=C1.C1(=CC=CC=C1)P(C1=CC=CC=C1)C1=CC=CC=C1.C1(=CC=CC=C1)P(C1=CC=CC=C1)C1=CC=CC=C1.C1(=CC=CC=C1)P(C1=CC=CC=C1)C1=CC=CC=C1 (tetrakis (triphenylphosphine) palladium). The solvent is O1CCOCC1 (dioxane). Conditions: temperature 100 celsius. Product: C(C1=CC=CC=C1)OC1=CC(=CC(=C1)C1=CC=NC=C1)F (O-Benzyl-3-fluoro-5-(4-pyridyl)phenol). RXN SMILES: C([Sn](CCCC)(CCCC)[C:6]1[CH:11]=[CH:10][N:9]=[CH:8][CH:7]=1)CCC.[CH2:20]([O:27][C:28]1[CH:33]=[C:32]([F:34])[CH:31]=[C:30](Br)[CH:29]=1)[C:21]1[CH:26]=[CH:25][CH:24]=[CH:23][CH:22]=1>O1CCOCC1.[Pd].C1(P(C2C=CC=CC=2)C2C=CC=CC=2)C=CC=CC=1.C1(P(C2C=CC=CC=2)C2C=CC=CC=2)C=CC=CC=1.C1(P(C2C=CC=CC=2)C2C=CC=CC=2)C=CC=CC=1.C1(P(C2C=CC=CC=2)C2C=CC=CC=2)C=CC=CC=1>[CH2:20]([O:27][C:28]1[CH:29]=[C:30]([C:6]2[CH:7]=[CH:8][N:9]=[CH:10][CH:11]=2)[CH:31]=[C:32]([F:34])[CH:33]=1)[C:21]1[CH:22]=[CH:23][CH:24]=[CH:25][CH:26]=1 |f:3.4.5.6.7|. Reported procedure: A mixture of 4-tributylstannylpyridine (250 mg), O-benzyl-3-bromo-5-fluorophenol (200 mg; EP 385,662) and tetrakis (triphenylphosphine) palladium (8 mg) in dioxane (3 mL) was heated at 100° C. for 15 h. The solvent was evaporated and the residue chromatographed (silica gel; hexane/EtOAc acetate (4:1-3:2)) to provide the title compound as an oil. Reactants: NC1=CC=C(C=C1)C1=NN=C(CC2=C1C=C1C(=C2)OCO1)C (1-(4-aminophenyl)-4-methyl-7,8-methylenedioxy-5H-2,3-benzodiazepine), C1(CCCC(=O)O1)=O (glutaric acid anhydride). Solvent: ClCCl (dichloromethane). Product: C(=O)(O)CCCC(=O)NC1=CC=C(C=C1)C1=NN=C(CC2=C1C=C1C(=C2)OCO1)C (1-[4-(4-Carboxybutyrylamino)phenyl]-4-methyl-7,8-methylenedioxy-5H-2,3-benzodiazepine). Yield: 86.6%. As a reaction SMILES: [NH2:1][C:2]1[CH:7]=[CH:6][C:5]([C:8]2[C:14]3[CH:15]=[C:16]4[O:21][CH2:20][O:19][C:17]4=[CH:18][C:13]=3[CH2:12][C:11]([CH3:22])=[N:10][N:9]=2)=[CH:4][CH:3]=1.[C:23]1(=[O:30])[O:29][C:27](=[O:28])[CH2:26][CH2:25][CH2:24]1>ClCCl>[C:27]([CH2:26][CH2:25][CH2:24][C:23]([NH:1][C:2]1[CH:7]=[CH:6][C:5]([C:8]2[C:14]3[CH:15]=[C:16]4[O:21][CH2:20][O:19][C:17]4=[CH:18][C:13]=3[CH2:12][C:11]([CH3:22])=[N:10][N:9]=2)=[CH:4][CH:3]=1)=[O:30])([OH:29])=[O:28]. Reported procedure: A solution of 0.50 g (1.7 mmol) of 1-(4-aminophenyl)-4-methyl-7,8-methylenedioxy-5H-2,3-benzodiazepine in 30 ml of anhydrous dichloromethane was stirred with 0.18 g (1.87 mmol) of glutaric acid anhydride at 20°-25° C. for 6 hours. Next day the crystals formed were filtered at 0°-5° C., washed with 3×2 ml of dichloromethane and dried at 60°-80° C. to give 0.60 g (87.0%) of the pure aimed product, m.p. 225°-227° C. (decomp.). The reactants are CC(C)O, CC(=O)O, [Na+], [Na+], [Na+], O, O, O, O=C([O-])CC(O)(CC(=O)[O-])C(=O)[O-], O=S(=O)(O)O, OC1CCN(C2(c3ccccc3)CCCCC2)CC1. Yields the product O=C1CCN(C2(c3ccccc3)CCCCC2)CC1. Reaction SMILES: [CH3:20][CH:21]([OH:22])[CH3:23].[CH3:43][C:44](=[O:45])[OH:46].[Na+:26].[Na+:27].[Na+:28].[OH2:24].[OH2:25].[OH2:42].[OH:29][C:30]([C:31](=[O:32])[O-:33])([CH2:34][C:35](=[O:36])[O-:37])[CH2:38][C:39](=[O:40])[O-:41].[S:47](=[O:48])(=[O:49])([OH:50])[OH:51].[c:1]1([C:7]2([N:13]3[CH2:14][CH2:15][CH:16]([OH:19])[CH2:17][CH2:18]3)[CH2:8][CH2:9][CH2:10][CH2:11][CH2:12]2)[cH:2][cH:3][cH:4][cH:5][cH:6]1>>[c:1]1([C:7]2([N:13]3[CH2:14][CH2:15][C:16](=[O:19])[CH2:17][CH2:18]3)[CH2:8][CH2:9][CH2:10][CH2:11][CH2:12]2)[cH:2][cH:3][cH:4][cH:5][cH:6]1. Reactants: S(=S)(=O)([O-])[O-].[Na+].[Na+] (sodium thiosulfate), [H-].[Li+].[Al+3].[H-].[H-].[H-] (aluminum lithium hydride), C(CC)N1N=NC(=C1)C(=O)OC (methyl 1-propyl-1,2,3-triazole-4-carboxylate). Run in C1CCOC1 (THF), C1CCOC1 (THF). Run at time 1 hour. Product: OCC=1N=NN(C1)CCC (4-hydroxymethyl-1-propyl-1,2,3-triazole). Yield: 87.6%. As a reaction SMILES: [H-].[Li+].[Al+3].[H-].[H-].[H-].[CH2:7]([N:10]1[CH:14]=[C:13]([C:15](OC)=[O:16])[N:12]=[N:11]1)[CH2:8][CH3:9].S([O-])([O-])(=O)=S.[Na+].[Na+]>C1COCC1>[OH:16][CH2:15][C:13]1[N:12]=[N:11][N:10]([CH2:7][CH2:8][CH3:9])[CH:14]=1 |f:0.1.2.3.4.5,7.8.9|. Procedure details: To a solution of aluminum lithium hydride (0.58 g) in THF (51.4 ml) was added dropwise a solution of methyl 1-propyl-1,2,3-triazole-4-carboxylate (2.6 g) in THF (26 ml) at 0° C. The mixture was stirred for 1 hour at room temperature, and an aqueous solution of saturated sodium thiosulfate was added to the mixture at 0° C. The mixture was filtered with Celite, and washed with ethanol. The solvent was removed under reduced pressure, and the obtained residue was purified by silica gel column chroma... The reactants are C(C)(=O)O (acetic acid), C1(C=2C(C(N1CSC1=CC=NC=C1)=O)=CC=CC2)=O (4-(phthalimidomethylthio)pyridine), [BH4-].[Na+] (sodium borohydride). RXN SMILES: [C:1]1(=[O:19])[N:5]([CH2:6][S:7][C:8]2[CH:13]=[CH:12][N:11]=[CH:10][CH:9]=2)[C:4](=[O:14])[C:3]2=[CH:15][CH:16]=[CH:17][CH:18]=[C:2]12.[BH4-].[Na+].C(O)(=O)C>CO>[OH:19][CH:1]1[C:2]2[C:3](=[CH:15][CH:16]=[CH:17][CH:18]=2)[C:4](=[O:14])[N:5]1[CH2:6][S:7][C:8]1[CH:13]=[CH:12][N:11]=[CH:10][CH:9]=1 |f:1.2|. Run in CO (methanol), CO (methanol). Conditions: time 4 hour. Reported procedure: To a solution of 4.01 g (14.8 mmol) of 4-(phthalimidomethylthio)pyridine in 25 ml of methanol, a solution of 1.08 g (29.7 mmol) of sodium borohydride in 20 ml of methanol was added. The mixture was stirred at room temperature for 4 hours. Glacial acetic acid (0.5 ml) was added to quench the reaction, and then the solvent was distilled off. The residue was dissolved in chloroform, washed with water and dried, and the solvent was distilled off. The residue was purified by recrystallization (recrys... Product: OC1N(C(C2=CC=CC=C12)=O)CSC1=CC=NC=C1 (4-(3-hydroxyisoindolin-1-on-2-ylmethylthio)pyridine). Isolated yield 58.3%. Reactants: COC(=O)C1CCC(O)(c2ncc(-c3cc(C)cc(Nc4ncc(F)c(C)n4)c3)s2)CC1(C)C, CO, Cl, [Na+], [OH-]. Yields the product Cc1cc(Nc2ncc(F)c(C)n2)cc(-c2cnc(C3(O)CCC(C(=O)O)C(C)(C)C3)s2)c1. Reaction SMILES: [CH3:1][O:2][C:3](=[O:4])[CH:5]1[C:6]([CH3:33])([CH3:34])[CH2:7][C:8]([OH:11])([c:12]2[s:13][c:14](-[c:17]3[cH:18][c:19]([NH:24][c:25]4[n:26][cH:27][c:28]([F:32])[c:29]([CH3:31])[n:30]4)[cH:20][c:21]([CH3:23])[cH:22]3)[cH:15][n:16]2)[CH2:9][CH2:10]1.[CH3:38][OH:39].[ClH:37].[Na+:36].[OH-:35]>>[O:2]=[C:3]([OH:4])[CH:5]1[C:6]([CH3:33])([CH3:34])[CH2:7][C:8]([OH:11])([c:12]2[s:13][c:14](-[c:17]3[cH:18][c:19]([NH:24][c:25]4[n:26][cH:27][c:28]([F:32])[c:29]([CH3:31])[n:30]4)[cH:20][c:21]([CH3:23])[cH:22]3)[cH:15][n:16]2)[CH2:9][CH2:10]1. The reactants are Cc1ccc(S(=O)(=O)OCC(COC(=O)c2ccccc2)OS(=O)(=O)c2ccc(C)cc2)cc1, CO, [Na]. The product is Cc1ccc(S(=O)(=O)OCC(CO)OS(=O)(=O)c2ccc(C)cc2)cc1. Reaction SMILES: [C:1](=[O:2])([c:3]1[cH:4][cH:5][cH:6][cH:7][cH:8]1)[O:9][CH2:10][CH:11]([O:12][S:13](=[O:14])(=[O:15])[c:16]1[cH:17][cH:18][c:19]([CH3:22])[cH:20][cH:21]1)[CH2:23][O:24][S:25](=[O:26])(=[O:27])[c:28]1[cH:29][cH:30][c:31]([CH3:34])[cH:32][cH:33]1.[CH3:36][OH:37].[Na:35]>>[OH:9][CH2:10][CH:11]([O:12][S:13](=[O:14])(=[O:15])[c:16]1[cH:17][cH:18][c:19]([CH3:22])[cH:20][cH:21]1)[CH2:23][O:24][S:25](=[O:26])(=[O:27])[c:28]1[cH:29][cH:30][c:31]([CH3:34])[cH:32][cH:33]1. Starting materials: CC(C)OC(=O)CCCC(=O)OC(C)C, C1CCCCC1, O=Cc1ccccc1, CC(C)[N-]C(C)C, Cl, [Li+], C1CCOC1. The product is CC(C)OC(=O)CCC(C(=O)OC(C)C)C(O)c1ccccc1. As a reaction SMILES: [C:15]([CH2:16][CH2:17][CH2:18][C:19](=[O:20])[O:21][CH:22]([CH3:23])[CH3:24])(=[O:25])[O:26][CH:27]([CH3:28])[CH3:29].[CH2:1]1[CH2:2][CH2:3][CH2:4][CH2:5][CH2:6]1.[CH:30](=[O:31])[c:32]1[cH:33][cH:34][cH:35][cH:36][cH:37]1.[CH:7]([N-:8][CH:9]([CH3:10])[CH3:11])([CH3:12])[CH3:13].[ClH:38].[Li+:14].[O:39]1[CH2:40][CH2:41][CH2:42][CH2:43]1>>[C:15]([CH2:16][CH2:17][CH:18]([C:19](=[O:20])[O:21][CH:22]([CH3:23])[CH3:24])[CH:30]([OH:31])[c:32]1[cH:33][cH:34][cH:35][cH:36][cH:37]1)(=[O:25])[O:26][CH:27]([CH3:28])[CH3:29]. Starting materials: C[Si](C)(C)[N-][Si](C)(C)C, COc1ccc(C(=O)Cl)c2c1oc1ccc([N+](=O)[O-])cc12, Cc1c(Cl)cncc1Cl, [Li+], C1CCOC1. Yields the product COc1ccc(C(=O)Cc2c(Cl)cncc2Cl)c2c1oc1ccc([N+](=O)[O-])cc12. Reaction SMILES: [CH3:10][Si:11]([N-:12][Si:13]([CH3:14])([CH3:15])[CH3:16])([CH3:17])[CH3:18].[CH3:20][O:21][c:22]1[cH:23][cH:24][c:25]([C:38](=[O:39])[Cl:40])[c:26]2[c:27]1[o:28][c:29]1[c:30]2[cH:31][c:32]([N+:35](=[O:36])[O-:37])[cH:33][cH:34]1.[Cl:1][c:2]1[cH:3][n:4][cH:5][c:6]([Cl:9])[c:7]1[CH3:8].[Li+:19].[O:41]1[CH2:42][CH2:43][CH2:44][CH2:45]1>>[Cl:1][c:2]1[cH:3][n:4][cH:5][c:6]([Cl:9])[c:7]1[CH2:8][C:38]([c:25]1[cH:24][cH:23][c:22]([O:21][CH3:20])[c:27]2[c:26]1[c:30]1[c:29]([o:28]2)[cH:34][cH:33][c:32]([N+:35](=[O:36])[O-:37])[cH:31]1)=[O:39].